describe an organic reaction: reactants, conditions, products, and yield From a dataset of the Open Reaction Database (ORD), a public repository of structured organic reaction records. Starting materials: ClN1C(CCC1=O)=O (NCS), C(C1=CC=CC=C1)=NO (Benzaldehyde oxime), ClCCl (dichloromethane), solution, ClCCl (dichloromethane), ClN1C(CCC1=O)=O (N-chlorosuccinimide), C(C#C)O (2-propyn-1-ol). Solvent: C(C)N(CC)CC (triethylamine), C(C)N(CC)CC (triethylamine). The product is C1(=CC=CC=C1)C1=NOC(=C1)CO (3-phenyl-5-hydroxymethyl-isoxazole). The yield is 76.8%. As a reaction SMILES: [CH:1](=[N:8][OH:9])[C:2]1[CH:7]=[CH:6][CH:5]=[CH:4][CH:3]=1.ClCCl.ClN1[C:18](=[O:19])[CH2:17][CH2:16]C1=O.C(O)C#C>C(N(CC)CC)C>[C:2]1([C:1]2[CH:16]=[C:17]([CH2:18][OH:19])[O:9][N:8]=2)[CH:7]=[CH:6][CH:5]=[CH:4][CH:3]=1. Procedure details: 10.0 mmol of Benzaldehyde oxime and 30 ml of dry dichloromethane were added into a 250 ml single-necked round-bottom flask. After the addition of 1.60 g (12.0 mmol) of N-chlorosuccinimide (NCS) under stirring, the mixture was slightly heated until NCS was completely dissolved. 0.56 g (10.0 mmol) of 2-propyn-1-ol was added dropwise, and then 20 ml solution of triethylamine in dichloromethane containing 10.1 g (10.0 mmol) of triethylamine was slowly added dropwise. After the addition was complete,... Reactants: S1C=CC2=C1CNCC2O (4,5,6,7-tetrahydrothieno[2,3-c]pyridin-4-ol), ClC=1C=C(C=CC1Cl)F (3,4-dichloro-1-fluorobenzene). Yields the product ClC=1C=C(C=CC1Cl)OC1C2=C(CNC1)SC=C2 (4-(3,4-Dichlorophenyloxy)-4,5,6,7-tetrahydrothieno[2,3-c]pyridine). Reaction SMILES: [S:1]1[C:5]2[CH2:6][NH:7][CH2:8][CH:9]([OH:10])[C:4]=2[CH:3]=[CH:2]1.[Cl:11][C:12]1[CH:13]=[C:14](F)[CH:15]=[CH:16][C:17]=1[Cl:18]>>[Cl:11][C:12]1[CH:13]=[C:14]([O:10][CH:9]2[CH2:8][NH:7][CH2:6][C:5]3[S:1][CH:2]=[CH:3][C:4]2=3)[CH:15]=[CH:16][C:17]=1[Cl:18]. Reported procedure: The same method as in Example 1 was conducted using 4,5,6,7-tetrahydrothieno[2,3-c]pyridin-4-ol (Reference Example 5) instead of 6-methyl-4,5,6,7-tetrahydrothieno[2,3-c]pyridin-4-ol (Reference Example 6) and was conducted using 3,4-dichloro-1-fluorobenzene instead of 1-fluoronaphthalene to give the objective compound. The reactants are COc1ccc(C2=NN(C3CCNCC3)C(=O)C2(C)C)c2c1OC1(CCCC1)C2, Cc1ccc(OC(F)(F)F)cc1C(=O)O. The product is COc1ccc(C2=NN(C3CCN(C(=O)c4cc(OC(F)(F)F)ccc4C)CC3)C(=O)C2(C)C)c2c1OC1(CCCC1)C2. As a reaction SMILES: [CH3:1][O:2][c:3]1[cH:4][cH:5][c:6]([C:16]2=[N:20][N:19]([CH:21]3[CH2:22][CH2:23][NH:24][CH2:25][CH2:26]3)[C:18](=[O:27])[C:17]2([CH3:28])[CH3:29])[c:7]2[c:11]1[O:10][C:9]1([CH2:8]2)[CH2:12][CH2:13][CH2:14][CH2:15]1.[CH3:30][c:31]1[c:32]([C:33](=[O:34])[OH:35])[cH:36][c:37]([O:40][C:41]([F:42])([F:43])[F:44])[cH:38][cH:39]1>>[CH3:1][O:2][c:3]1[cH:4][cH:5][c:6]([C:16]2=[N:20][N:19]([CH:21]3[CH2:22][CH2:23][N:24]([C:33]([c:32]4[c:31]([CH3:30])[cH:39][cH:38][c:37]([O:40][C:41]([F:42])([F:43])[F:44])[cH:36]4)=[O:34])[CH2:25][CH2:26]3)[C:18](=[O:27])[C:17]2([CH3:28])[CH3:29])[c:7]2[c:11]1[O:10][C:9]1([CH2:8]2)[CH2:12][CH2:13][CH2:14][CH2:15]1.